This data is from the Open Reaction Database (ORD), a public repository of structured organic reaction records. The task is: describe an organic reaction: reactants, conditions, products, and yield Reactants: N (ammonia), N (ammonia), C(C)O (ethanol), O1CC1CCCCCC (1,2-epoxyoctane). The solvent is O (water). Conditions: time 70 minute. Product: OC(CN)CCCCCC (2-hydroxyoctyl amine). Yield: 76.6%. As a reaction SMILES: [NH3:1].C(O)C.[O:5]1[CH:7]([CH2:8][CH2:9][CH2:10][CH2:11][CH2:12][CH3:13])[CH2:6]1>O>[OH:5][CH:7]([CH2:8][CH2:9][CH2:10][CH2:11][CH2:12][CH3:13])[CH2:6][NH2:1]. Reported procedure: One-thousand one-hundred grams of ammonia gas was introduced into a mixture of 6 liters of ethanol and 1 liter of water and within 30 minutes there were dropped in at room temperature 320 grams of 1,2-epoxyoctane. The mixture was left at room temperature for 70 minutes under gentle stirring, then the solvent and excess ammonia drawn off and the residue rectified in a vacuum. There were obtained 277.6 grams (77.1% of theory) of 2-hydroxyoctyl amine having a boiling point (0.4 mm Hg) of 80° C.